From a dataset of the Open Reaction Database (ORD), a public repository of structured organic reaction records. describe an organic reaction: reactants, conditions, products, and yield The reagents and catalysts are Cl[Pd]([P](C1=CC=CC=C1)(C2=CC=CC=C2)C3=CC=CC=C3)([P](C4=CC=CC=C4)(C5=CC=CC=C5)C6=CC=CC=C6)Cl (PdCl2(PPh3)2). Reported procedure: A mixture of 3-Methyl-5-(4,4,5,5-tetramethyl-[1,3,2]dioxaborolan-2-yl)-3H-benzooxazol-2-one (255 mg, 0.93 mmol), 3-Bromo-4-(1-methoxy-ethyl)-pyridine (200 mg, 0.93 mmol), Na2CO3 (2 M in water, 1.6 mL, 0.8 mmol) and PdCl2(PPh3)2 (52 mg, 0.07 mmol) in DMF (3 was heated at 100″C for overnight. After concentration, the residue was diluted in DCM and saturated NH4Cl solution. After filtration and extraction, the combined extracts were dried over anhydrous Na2SO4. After filtration and concentration, t... Yields the product COC(C)C1=C(C=NC=C1)C=1C=CC2=C(N(C(O2)=O)C)C1 (5-(4-(1-methoxyethyl)pyridin-3-yl)-3-methylbenzo[d]oxazol-2(3H)-one). As a reaction SMILES: [CH3:1][N:2]1[C:6]2[CH:7]=[C:8](B3OC(C)(C)C(C)(C)O3)[CH:9]=[CH:10][C:5]=2[O:4][C:3]1=[O:20].Br[C:22]1[CH:23]=[N:24][CH:25]=[CH:26][C:27]=1[CH:28]([O:30][CH3:31])[CH3:29].C([O-])([O-])=O.[Na+].[Na+]>CN(C=O)C.Cl[Pd](Cl)([P](C1C=CC=CC=1)(C1C=CC=CC=1)C1C=CC=CC=1)[P](C1C=CC=CC=1)(C1C=CC=CC=1)C1C=CC=CC=1>[CH3:31][O:30][CH:28]([C:27]1[CH:26]=[CH:25][N:24]=[CH:23][C:22]=1[C:8]1[CH:9]=[CH:10][C:5]2[O:4][C:3](=[O:20])[N:2]([CH3:1])[C:6]=2[CH:7]=1)[CH3:29] |f:2.3.4,^1:45,64|. Starting materials: CN1C(OC2=C1C=C(C=C2)B2OC(C(O2)(C)C)(C)C)=O (3-Methyl-5-(4,4,5,5-tetramethyl-[1,3,2]dioxaborolan-2-yl)-3H-benzooxazol-2-one), BrC=1C=NC=CC1C(C)OC (3-Bromo-4-(1-methoxy-ethyl)-pyridine), C(=O)([O-])[O-].[Na+].[Na+] (Na2CO3). Solvent: CN(C)C=O (DMF). Yield: 68.8%.